This data is from the Open Reaction Database (ORD), a public repository of structured organic reaction records. The task is: describe an organic reaction: reactants, conditions, products, and yield The reactants are CC(N)C(=O)O, O=C(Cl)c1ccc([N+](=O)[O-])cc1, [Na+], [OH-]. Yields the product CC(NC(=O)c1ccc([N+](=O)[O-])cc1)C(=O)O. Reaction SMILES: [CH3:1][CH:2]([NH2:3])[C:4]([OH:5])=[O:6].[N+:9](=[O:10])([O-:11])[c:12]1[cH:13][cH:14][c:15]([C:16](=[O:17])[Cl:18])[cH:19][cH:20]1.[Na+:8].[OH-:7]>>[CH3:1][CH:2]([NH:3][C:16]([c:15]1[cH:14][cH:13][c:12]([N+:9](=[O:10])[O-:11])[cH:20][cH:19]1)=[O:17])[C:4]([OH:5])=[O:6]. The reactants are OC1=CC(=CC2=C1C=1C=NC=CC1C(O2)(C)C)C(C(CCCCC)C)C (10-hydroxy-5,5-dimethyl-8-(1,2-dimethylheptyl)-5H-[1]benzopyrano[4,3-c]-pyridine), [OH-].[K+] (potassium hydroxide), [H-].[Na+] (sodium hydride), ClC1=NC(=NC2=CC=CC=C12)C1=CC=CC=C1 (4-chloro-2-phenylquinazoline). Run in O (water), CN(C=O)C (dimethylformamide), C(CO)O (ethylene glycol), CN(C=O)C (dimethylformamide), O (water), O (water). Conditions: temperature 80 celsius, time 4 hour. The product is NC1=CC(=CC2=C1C=1C=NC=CC1C(O2)(C)C)C(C(CCCCC)C)C (10-Amino-5,5-dimethyl-8-(1,2-dimethylheptyl)-5H-[1]benzopyrano[4,3-c]pyridine). As a reaction SMILES: O[C:2]1[C:7]2[C:8]3[CH:9]=[N:10][CH:11]=[CH:12][C:13]=3[C:14]([CH3:17])([CH3:16])[O:15][C:6]=2[CH:5]=[C:4]([CH:18]([CH3:26])[CH:19]([CH3:25])[CH2:20][CH2:21][CH2:22][CH2:23][CH3:24])[CH:3]=1.[H-].[Na+].ClC1C2C(=CC=CC=2)N=C(C2C=CC=CC=2)[N:31]=1.[OH-].[K+]>O.C(O)CO.CN(C)C=O>[NH2:31][C:2]1[C:7]2[C:8]3[CH:9]=[N:10][CH:11]=[CH:12][C:13]=3[C:14]([CH3:17])([CH3:16])[O:15][C:6]=2[CH:5]=[C:4]([CH:18]([CH3:26])[CH:19]([CH3:25])[CH2:20][CH2:21][CH2:22][CH2:23][CH3:24])[CH:3]=1 |f:1.2,4.5|. Procedure details: A solution of 7.07 g. (0.02 mole) of 10-hydroxy-5,5-dimethyl-8-(1,2-dimethylheptyl)-5H-[1]benzopyrano[4,3-c]-pyridine in 100 ml. of dimethylformamide was added to a stirred suspension of 1.06 g. (0.022 mole) of 50% sodium hydride (dispersed in mineral oil), in 20 ml. of dimethylformamide. The mixture was stirred at 80° C. for 1-1/2 hour and after cooling to room temperature, 4.8 g. (0.02 mole) of 4-chloro-2-phenylquinazoline was added. The mixture was stirred at 100° C. for 15 hours, and then at... The reactants are Br.C(N)(=N)N1C(NC(C1)(C)C)=O (1-amidino-4,4-dimethyl-2-oxoimidazolidine hydrobromide), C[O-].[Na+] (sodium methylate), CO (methanol), CN(C(C(=COCC)C#N)=O)C1=CC(=CC=C1)C(F)(F)F (2-cyano-3-ethoxyacrylic acid N-methyl-N-(3-trifluoromethylphenyl)amide). Run in C(CC)O (1-propanol). Conditions: time 20 minute. The product is C(#N)C(=CNC(N1C(NC(C1)(C)C)=O)=N)C(N(C1=CC(=CC=C1)C(F)(F)F)C)=O (1-cyano-1-[N-methyl-N-(3-trifluoromethylphenyl)carbamoyl]-2-[imino(4,4-dimethyl-2-oxo-1-imidazolidinyl)methylamino]ethene). The yield is 55.7%. As a reaction SMILES: Br.[C:2]([N:5]1[CH2:9][C:8]([CH3:11])([CH3:10])[NH:7][C:6]1=[O:12])(=[NH:4])[NH2:3].C[O-].[Na+].CO.[CH3:18][N:19]([C:29]1[CH:34]=[CH:33][CH:32]=[C:31]([C:35]([F:38])([F:37])[F:36])[CH:30]=1)[C:20](=[O:28])[C:21]([C:26]#[N:27])=[CH:22]OCC>C(O)CC>[C:26]([C:21]([C:20](=[O:28])[N:19]([CH3:18])[C:29]1[CH:34]=[CH:33][CH:32]=[C:31]([C:35]([F:38])([F:37])[F:36])[CH:30]=1)=[CH:22][NH:4][C:2](=[NH:3])[N:5]1[CH2:9][C:8]([CH3:10])([CH3:11])[NH:7][C:6]1=[O:12])#[N:27] |f:0.1,2.3|. Reported procedure: 7.12 g (30 mmol) of 1-amidino-4,4-dimethyl-2-oxoimidazolidine hydrobromide were added to a mixture of 70 ml of 1-propanol and 5.5 ml of a 30% strength solution of sodium methylate in methanol (=30 mmol) at room temperature, and the mixture was stirred at room temperature for 20 min. Subsequently, at 20° C., 8.95 g (30 mmol) of 2-cyano-3-ethoxyacrylic acid N-methyl-N-(3-trifluoromethylphenyl)amide were added, and the mixture was stirred at 20° C. for 30 min and at 20°-25° C. for 1.5 hours. The so... The reactants are C1(=CC=CC=C1)NN=C(C1=C(C=C(C=C1)F)F)C1CCN(CC1)C(C)=O (1-acetyl-4-(2,4-difluorobenzoyl)piperidine phenylhydrazone), oil, [H-].[Na+] (sodium hydride), [H][H] (hydrogen), O (water). Run in CN(C=O)C (dimethylformamide). Conditions: temperature 80 celsius, time 1.5 hour. The product is C(C)(=O)N1CCC(CC1)C1=NN(C2=CC(=CC=C12)F)C1=CC=CC=C1 (1-Acetyl-4-(6-fluoro-1-phenyl-1H-indazol-3-yl)piperidine). Isolated yield 84.7%. RXN SMILES: [C:1]1([NH:7][N:8]=[C:9]([CH:18]2[CH2:23][CH2:22][N:21]([C:24](=[O:26])[CH3:25])[CH2:20][CH2:19]2)[C:10]2[CH:15]=[CH:14][C:13]([F:16])=[CH:12][C:11]=2F)[CH:6]=[CH:5][CH:4]=[CH:3][CH:2]=1.[H-].[Na+].[H][H].O>CN(C)C=O>[C:24]([N:21]1[CH2:22][CH2:23][CH:18]([C:9]2[C:10]3[C:15](=[CH:14][C:13]([F:16])=[CH:12][CH:11]=3)[N:7]([C:1]3[CH:6]=[CH:5][CH:4]=[CH:3][CH:2]=3)[N:8]=2)[CH2:19][CH2:20]1)(=[O:26])[CH3:25] |f:1.2|. Procedure details: To a stirred solution of 3.0 g of 1-acetyl-4-(2,4-difluorobenzoyl)piperidine phenylhydrazone in 30 ml of dimethylformamide, under nitrogen, was added 0.44 g of a 50% oil dispersion of sodium hydride. The reaction mixture was heated, and at about 40° C. a vigorous evolution of hydrogen occurred. The temperature was then raised to 80° C. and held there for 1.5 hrs. The reaction mixture was poured into water and the aqueous suspension was extracted with ethyl acetate. The ethyl acetate extracts wer...